Dataset: the Open Reaction Database (ORD), a public repository of structured organic reaction records. Task: describe an organic reaction: reactants, conditions, products, and yield Reactants: Cc1c(Br)cc(O)cc1Br, FCC(F)(CF)CBr, O=C([O-])[O-], CCOC(C)=O, [Cs+], [Cs+], CN(C)C=O. The product is Cc1c(Br)cc(OCC(F)(CF)CF)cc1Br. Reaction SMILES: [Br:1][c:2]1[cH:3][c:4]([OH:10])[cH:5][c:6]([Br:9])[c:7]1[CH3:8].[Br:22][CH2:23][C:24]([CH2:25][F:26])([CH2:27][F:28])[F:29].[C:16](=[O:17])([O-:18])[O-:19].[CH3:30][CH2:31][O:32][C:33]([CH3:34])=[O:35].[Cs+:20].[Cs+:21].[O:11]=[CH:12][N:13]([CH3:14])[CH3:15]>>[Br:1][c:2]1[cH:3][c:4]([O:10][CH2:23][C:24]([CH2:25][F:26])([CH2:27][F:28])[F:29])[cH:5][c:6]([Br:9])[c:7]1[CH3:8].